From a dataset of the Open Reaction Database (ORD), a public repository of structured organic reaction records. describe an organic reaction: reactants, conditions, products, and yield The reactants are ClC1=CC=NC2=CC=CC=C12 (4-chloro-quinoline), BrC1=CC=C(C=C1)C(F)(F)F (4-bromo-benzotrifluoride). Product: ClC1=CC(=NC2=CC=CC=C12)C1=CC=C(C=C1)C(F)(F)F (4-Chloro-2-(4-trifluoromethyl-phenyl)-quinoline). Reaction SMILES: [Cl:1][C:2]1[C:11]2[C:6](=[CH:7][CH:8]=[CH:9][CH:10]=2)[N:5]=[CH:4][CH:3]=1.Br[C:13]1[CH:18]=[CH:17][C:16]([C:19]([F:22])([F:21])[F:20])=[CH:15][CH:14]=1>>[Cl:1][C:2]1[C:11]2[C:6](=[CH:7][CH:8]=[CH:9][CH:10]=2)[N:5]=[C:4]([C:13]2[CH:18]=[CH:17][C:16]([C:19]([F:22])([F:21])[F:20])=[CH:15][CH:14]=2)[CH:3]=1. Procedure: The title compound, m. p. 53-55° C., MS: m/e=307 (M+), was prepared from 4-chloro-quinoline and 4-bromo-benzotrifluoride. The reactants are FC1=C2C(=CN=C1)NC(=C2)C2=C(C=CC(=N2)C=2C(=CC1=C(C(=C(O1)C1=CC=C(C=C1)F)C(=O)NC)C2)N(S(=O)(=O)C)C)O (5-(6-(4-fluoro-1H-pyrrolo[2,3-c]pyridin-2-yl)-5-hydroxypyridin-2-yl)-2-(4-fluorophenyl)-N-methyl-6-(N-methylmethylsulfonamido)benzofuran-3-carboxamide), C(=O)([O-])[O-].[Cs+].[Cs+] (Cs2CO3). The solvent is CN(C)C=O (DMF), O (H2O). Product: FC1=CN=CC2=C1C=C1N2COC2=C1N=C(C=C2)C=2C(=CC1=C(C(=C(O1)C1=CC=C(C=C1)F)C(=O)NC)C2)N(S(=O)(=O)C)C (5-(11-fluoro-6H-pyrido[2,3-e]pyrido[4′,3′:4,5]pyrrolo[1,2-c][1,3]oxazin-2-yl)-2-(4-fluorophenyl)-N-methyl-6-(N-methylmethylsulfonamido)benzofuran-3-carboxamide). Isolated yield 28.7%. RXN SMILES: [F:1][C:2]1[CH:7]=[N:6][CH:5]=[C:4]2[NH:8][C:9]([C:11]3[N:16]=[C:15]([C:17]4[C:18]([N:37]([CH3:42])[S:38]([CH3:41])(=[O:40])=[O:39])=[CH:19][C:20]5[O:24][C:23]([C:25]6[CH:30]=[CH:29][C:28]([F:31])=[CH:27][CH:26]=6)=[C:22]([C:32]([NH:34][CH3:35])=[O:33])[C:21]=5[CH:36]=4)[CH:14]=[CH:13][C:12]=3[OH:43])=[CH:10][C:3]=12.[C:44]([O-])([O-])=O.[Cs+].[Cs+]>CN(C=O)C.O>[F:1][C:2]1[C:3]2[CH:10]=[C:9]3[C:11]4[N:16]=[C:15]([C:17]5[C:18]([N:37]([CH3:42])[S:38]([CH3:41])(=[O:39])=[O:40])=[CH:19][C:20]6[O:24][C:23]([C:25]7[CH:30]=[CH:29][C:28]([F:31])=[CH:27][CH:26]=7)=[C:22]([C:32]([NH:34][CH3:35])=[O:33])[C:21]=6[CH:36]=5)[CH:14]=[CH:13][C:12]=4[O:43][CH2:44][N:8]3[C:4]=2[CH:5]=[N:6][CH:7]=1 |f:1.2.3|. Procedure details: To a stirring solution of 5-(6-(4-fluoro-1H-pyrrolo[2,3-c]pyridin-2-yl)-5-hydroxypyridin-2-yl)-2-(4-fluorophenyl)-N-methyl-6-(N-methylmethylsulfonamido)benzofuran-3-carboxamide (100 mg, 0.17 mmol) and Cs2CO3 (108 mg, 0.33 mmol) in DMF (3 mL) was added chloroidomethane (35 mg, 0.2 mmol) dropwise at 100° C. under N2. The mixture was heated for 8 hours. The mixture was diluted with H2O and extracted with EtOAc. The organics were washed with brine and dried over Na2SO4. The crude product was purifie...